From a dataset of the Open Reaction Database (ORD), a public repository of structured organic reaction records. describe an organic reaction: reactants, conditions, products, and yield Reactants: C1COCCO1, CC(C)(C)OC(=O)NNC(=O)c1cnc(Cl)cn1, Cl. Yields the product NNC(=O)c1cnc(Cl)cn1. Reaction SMILES: [CH2:20]1[O:21][CH2:22][CH2:23][O:24][CH2:25]1.[Cl:1][c:2]1[n:3][cH:4][c:5]([C:8](=[O:9])[NH:10][NH:11][C:12]([O:13][C:14]([CH3:15])([CH3:16])[CH3:17])=[O:18])[n:6][cH:7]1.[ClH:19]>>[Cl:1][c:2]1[n:3][cH:4][c:5]([C:8](=[O:9])[NH:10][NH2:11])[n:6][cH:7]1. Starting materials: [N+](=O)([O-])C1=CC(=C(C=C1)O)C (4-nitro-2-methylphenol), BrCC(=O)OCC (ethyl bromoacetate), C([O-])([O-])=O.[K+].[K+] (potassium carbonate). The solvent is C(C)#N (acetonitrile). Yields the product [N+](=O)([O-])C1=CC(=C(OCC(=O)OCC)C=C1)C (ethyl 4-nitro-2-methylphenoxyacetate). The yield is 102.0%. Reaction SMILES: [N+:1]([C:4]1[CH:9]=[CH:8][C:7]([OH:10])=[C:6]([CH3:11])[CH:5]=1)([O-:3])=[O:2].Br[CH2:13][C:14]([O:16][CH2:17][CH3:18])=[O:15].C(=O)([O-])[O-].[K+].[K+]>C(#N)C>[N+:1]([C:4]1[CH:9]=[CH:8][C:7]([O:10][CH2:13][C:14]([O:16][CH2:17][CH3:18])=[O:15])=[C:6]([CH3:11])[CH:5]=1)([O-:3])=[O:2] |f:2.3.4|. Procedure: The product was prepared by procedures which are well known in the art, that is, by the alkylation of 4-nitro-2-methylphenol (2.508 g, 0.0164 mol) with ethyl bromoacetate (3.00 g, 0.018 mol) in acetonitrile (50 mL) in the presence of potassium carbonate (2.76 g) to afford ethyl 4-nitro-2-methylphenoxyacetate (4.0 g, 100%); hydrogenation of the latter (4.0 g, 0.0164 mol) in ethanol (250 mL) in the presence of 10% palladium on carbon (1.0 g) to afford ethyl 4-amino-2-methylphenoxyacetate; which wa... Starting materials: [Br-], CC[Mg+], C1CCOC1, CCOC(C)=O, Cl, Oc1cccc(F)c1, c1ccccc1. Yields the product O=Cc1ccc(F)cc1O. Reaction SMILES: [Br-:9].[CH2:10]([Mg+:11])[CH3:12].[CH2:20]1[CH2:22][CH2:21][CH2:23][O:24]1.[CH3:25][CH2:26][O:27][C:28]([CH3:29])=[O:30].[ClH:19].[F:1][c:2]1[cH:3][c:4]([OH:8])[cH:5][cH:6][cH:7]1.[cH:13]1[cH:14][cH:15][cH:16][cH:17][cH:18]1>>[F:1][c:2]1[cH:3][c:4]([OH:8])[c:5]([CH:23]=[O:24])[cH:6][cH:7]1. Reactants: B, B, CO, O=C1COC(c2cccc(Cl)n2)CN1, C1CCOC1, C1CCOC1. The product is Clc1cccc(C2CNCCO2)n1. RXN SMILES: [BH3:15].[BH3:21].[CH3:27][OH:28].[Cl:1][c:2]1[cH:3][cH:4][cH:5][c:6]([CH:8]2[O:9][CH2:10][C:11](=[O:14])[NH:12][CH2:13]2)[n:7]1.[O:16]1[CH2:17][CH2:18][CH2:19][CH2:20]1.[O:22]1[CH2:23][CH2:24][CH2:25][CH2:26]1>>[Cl:1][c:2]1[cH:3][cH:4][cH:5][c:6]([CH:8]2[O:9][CH2:10][CH2:11][NH:12][CH2:13]2)[n:7]1. The reactants are CO, COC(=O)c1cccc2nc(-c3cccc(C(=O)N4CCN(C(=O)C5CC5)CC4)c3)oc12, [NH4+]. Yields the product NC(=O)c1cccc2nc(-c3cccc(C(=O)N4CCN(C(=O)C5CC5)CC4)c3)oc12. RXN SMILES: [CH3:34][OH:35].[CH:1]1([C:4](=[O:5])[N:6]2[CH2:7][CH2:8][N:9]([C:12](=[O:13])[c:14]3[cH:15][c:16](-[c:20]4[o:21][c:22]5[c:23]([n:24]4)[cH:25][cH:26][cH:27][c:28]5[C:29]([O:31][CH3:30])=[O:32])[cH:17][cH:18][cH:19]3)[CH2:10][CH2:11]2)[CH2:2][CH2:3]1.[NH4+:33]>>[CH:1]1([C:4](=[O:5])[N:6]2[CH2:7][CH2:8][N:9]([C:12](=[O:13])[c:14]3[cH:15][c:16](-[c:20]4[o:21][c:22]5[c:23]([n:24]4)[cH:25][cH:26][cH:27][c:28]5[C:29](=[O:31])[NH2:33])[cH:17][cH:18][cH:19]3)[CH2:10][CH2:11]2)[CH2:2][CH2:3]1.